This data is from the Open Reaction Database (ORD), a public repository of structured organic reaction records. The task is: describe an organic reaction: reactants, conditions, products, and yield Reactants: C(C1=CC=CC=C1)OC(=O)C(CS(=O)(=O)C(C(=O)Cl)(C)C)CC1=CC=CC=C1 ((RS)-2-[[2-[(benzyloxy)carbonyl]-3-phenylpropyl]sulfonyl]-2-methylpropionyl chloride), N (ammonia). The yield is 91.2%. Procedure details: A solution of 1.05 g (2.5 mmol) of crude (RS)-2-[[2-[(benzyloxy)carbonyl]-3-phenylpropyl]sulfonyl]-2-methylpropionyl chloride in 29 ml (9.3 mmol) of 0.32M ammonia in tetrahydrofuran was stirred at room temperature for 5 hours. Subsequently, the reaction solution was diluted with 40 ml of ethyl acetate and extracted with 20 ml of 1N hydrochloric acid. The ethyl acetate extract was then washed with 20 ml of saturated sodium hydrogen carbonate solution and 20 ml of saturated sodium chloride solutio... The solvent is O1CCCC1 (tetrahydrofuran), C(C)(=O)OCC (ethyl acetate). The product is C(N)(=O)C(C)(C)S(=O)(=O)CC(C(=O)OCC1=CC=CC=C1)CC1=CC=CC=C1 (benzyl rac-α-[[(1-carbamoyl-1-methylethyl)sulfonyl]methyl]hydrocinnamate). Reaction SMILES: [CH2:1]([O:8][C:9]([CH:11]([CH2:22][C:23]1[CH:28]=[CH:27][CH:26]=[CH:25][CH:24]=1)[CH2:12][S:13]([C:16]([CH3:21])([CH3:20])[C:17](Cl)=[O:18])(=[O:15])=[O:14])=[O:10])[C:2]1[CH:7]=[CH:6][CH:5]=[CH:4][CH:3]=1.[NH3:29]>O1CCCC1.C(OCC)(=O)C>[C:17]([C:16]([S:13]([CH2:12][CH:11]([CH2:22][C:23]1[CH:28]=[CH:27][CH:26]=[CH:25][CH:24]=1)[C:9]([O:8][CH2:1][C:2]1[CH:7]=[CH:6][CH:5]=[CH:4][CH:3]=1)=[O:10])(=[O:15])=[O:14])([CH3:21])[CH3:20])(=[O:18])[NH2:29]. Reactants: CO, Nc1cc(OCCOCc2ccccc2)ccc1[N+](=O)[O-], [Na+], [Na+], O, O=S([O-])S(=O)[O-]. Yields the product Nc1ccc(OCCOCc2ccccc2)cc1N. RXN SMILES: [CH3:22][OH:23].[NH2:1][c:2]1[c:3]([N+:19]([O-:20])=[O:21])[cH:4][cH:5][c:6]([O:8][CH2:9][CH2:10][O:11][CH2:12][c:13]2[cH:14][cH:15][cH:16][cH:17][cH:18]2)[cH:7]1.[Na+:30].[Na+:31].[OH2:32].[S:24]([S:25]([O-:26])=[O:27])([O-:28])=[O:29]>>[NH2:1][c:2]1[c:3]([NH2:19])[cH:4][cH:5][c:6]([O:8][CH2:9][CH2:10][O:11][CH2:12][c:13]2[cH:14][cH:15][cH:16][cH:17][cH:18]2)[cH:7]1.